This data is from the Open Reaction Database (ORD), a public repository of structured organic reaction records. The task is: describe an organic reaction: reactants, conditions, products, and yield The reactants are Cc1c(Br)cc(C(C)(C)C)c(O)c1C(=O)Nc1ccc(C#N)cc1OC(F)(F)F, N#Cc1ccc(B(O)O)cc1, C1COCCO1, c1ccc(P(c2ccccc2)(c2ccccc2)[Pd](P(c2ccccc2)(c2ccccc2)c2ccccc2)(P(c2ccccc2)(c2ccccc2)c2ccccc2)P(c2ccccc2)(c2ccccc2)c2ccccc2)cc1. Product: Cc1c(-c2ccc(C#N)cc2)cc(C(C)(C)C)c(O)c1C(=O)Nc1ccc(C#N)cc1OC(F)(F)F. As a reaction SMILES: [Br:1][c:2]1[c:3]([CH3:29])[c:4]([C:5](=[O:6])[NH:7][c:8]2[c:9]([O:16][C:17]([F:18])([F:19])[F:20])[cH:10][c:11]([C:14]#[N:15])[cH:12][cH:13]2)[c:21]([OH:28])[c:22]([C:24]([CH3:25])([CH3:26])[CH3:27])[cH:23]1.[C:30](#[N:31])[c:32]1[cH:33][cH:34][c:35]([B:38]([OH:39])[OH:40])[cH:36][cH:37]1.[O:41]1[CH2:42][CH2:43][O:44][CH2:45][CH2:46]1.[cH:47]1[cH:48][cH:49][c:50]([P:51]([Pd:52]([P:53]([c:54]2[cH:55][cH:56][cH:57][cH:58][cH:59]2)([c:60]2[cH:61][cH:62][cH:63][cH:64][cH:65]2)[c:66]2[cH:67][cH:68][cH:69][cH:70][cH:71]2)([P:72]([c:73]2[cH:74][cH:75][cH:76][cH:77][cH:78]2)([c:79]2[cH:80][cH:81][cH:82][cH:83][cH:84]2)[c:85]2[cH:86][cH:87][cH:88][cH:89][cH:90]2)[P:91]([c:92]2[cH:93][cH:94][cH:95][cH:96][cH:97]2)([c:98]2[cH:99][cH:100][cH:101][cH:102][cH:103]2)[c:104]2[cH:105][cH:106][cH:107][cH:108][cH:109]2)([c:110]2[cH:111][cH:112][cH:113][cH:114][cH:115]2)[c:116]2[cH:117][cH:118][cH:119][cH:120][cH:121]2)[cH:122][cH:123]1>>[c:2]1(-[c:35]2[cH:34][cH:33][c:32]([C:30]#[N:31])[cH:37][cH:36]2)[c:3]([CH3:29])[c:4]([C:5](=[O:6])[NH:7][c:8]2[c:9]([O:16][C:17]([F:18])([F:19])[F:20])[cH:10][c:11]([C:14]#[N:15])[cH:12][cH:13]2)[c:21]([OH:28])[c:22]([C:24]([CH3:25])([CH3:26])[CH3:27])[cH:23]1. Reactants: C(C)(C)(C)OC(=O)N1CCN(CC1)C(=O)C1=C(N=C(S1)NC(C(C)(C)NC(C1=CC=C(C=C1)F)=O)=O)C1=CC=CC=C1 (4-{2-[2-(4-Fluoro-benzoylamino)-2-methyl-propionylamino]-4-phenyl-thiazole-5-carbonyl}-piperazine-1-carboxylic acid tert-butyl ester), C(=O)(C(F)(F)F)O (TFA). Solvent: ClCCl (dichloromethane). Reaction conditions: time 1 hour. The product is hydrochloride salt, FC1=CC=C(C(=O)NC(C)(C(NC=2SC(=C(N2)C2=CC=CC=C2)C(=O)N2CCNCC2)=O)C)C=C1 (4-Fluoro-N-{1-methyl-1-[4-phenyl-5-(piperazine-1-carbonyl)-thiazol-2-ylcarbamoyl]-ethyl}-benzamide). As a reaction SMILES: C(OC([N:8]1[CH2:13][CH2:12][N:11]([C:14]([C:16]2[S:20][C:19]([NH:21][C:22](=[O:36])[C:23]([NH:26][C:27](=[O:35])[C:28]3[CH:33]=[CH:32][C:31]([F:34])=[CH:30][CH:29]=3)([CH3:25])[CH3:24])=[N:18][C:17]=2[C:37]2[CH:42]=[CH:41][CH:40]=[CH:39][CH:38]=2)=[O:15])[CH2:10][CH2:9]1)=O)(C)(C)C.C(O)(C(F)(F)F)=O>ClCCl>[F:34][C:31]1[CH:30]=[CH:29][C:28]([C:27]([NH:26][C:23]([CH3:25])([C:22](=[O:36])[NH:21][C:19]2[S:20][C:16]([C:14]([N:11]3[CH2:12][CH2:13][NH:8][CH2:9][CH2:10]3)=[O:15])=[C:17]([C:37]3[CH:38]=[CH:39][CH:40]=[CH:41][CH:42]=3)[N:18]=2)[CH3:24])=[O:35])=[CH:33][CH:32]=1. Procedure details: A mixture of 4-{2-[2-(4-Fluoro-benzoylamino)-2-methyl-propionylamino]-4-phenyl-thiazole-5-carbonyl}-piperazine-1-carboxylic acid tert-butyl ester (120 mg) and TFA (3 mL) in dichloromethane (3 mL) was stirred at RT for 1 h. The mixture was concentrated, and the residue was partitioned between ethyl acetate and aq. K2CO3. The organic extract was dried over MgSO4 and concentrated. The residue was taken up in dichloromethane-methanol (3:1 v/v), and 2 M HCl (in ether, 100 uL) was added. The mixture w...